This data is from the Open Reaction Database (ORD), a public repository of structured organic reaction records. The task is: describe an organic reaction: reactants, conditions, products, and yield Starting materials: C1=C(C=CC2=CC=CC=C12)S (2-naphthalenethiol), COC(=O)CC(C(=O)[O-])=C.[Na+] (sodium 3-methoxycarbonyl-2-methylenepropionate). The solvent is CO (methanol), CO (methanol). Product: COC(=O)CC(C(=O)O)CSC1=CC2=CC=CC=C2C=C1 (2-methoxycarbonylmethyl-3-(2-naphthylthio)propionic acid). Yield: 53.2%. RXN SMILES: [CH:1]1[C:10]2[C:5](=[CH:6][CH:7]=[CH:8][CH:9]=2)[CH:4]=[CH:3][C:2]=1[SH:11].[CH3:12][O:13][C:14]([CH2:16][C:17](=[CH2:21])[C:18]([O-:20])=[O:19])=[O:15].[Na+]>CO>[CH3:12][O:13][C:14]([CH2:16][CH:17]([CH2:21][S:11][C:2]1[CH:3]=[CH:4][C:5]2[C:10](=[CH:9][CH:8]=[CH:7][CH:6]=2)[CH:1]=1)[C:18]([OH:20])=[O:19])=[O:15] |f:1.2|. Reported procedure: A mixture of 2-naphthalenethiol (0.38 g), sodium 3-methoxycarbonyl-2-methylenepropionate (0.39 g), methanol (20 ml), and triton B (40% methanol solution, 10 drops) was refluxed for 12 hours. The reaction mixture was concentrated in vacuo, and the resulting residue was acidified with a dilute hydrochloric acid, and extracted with ethyl acetate. The organic layer was washed with water, and dried over MgSO4. The solvent was evaporated at reduced pressure, and the residue was purified by medium pres... Reactants: CC1=NNC(=C1)N (3-methyl-1H-pyrazol-5-amine), BrC(C=O)C=O (bromomalonaldehyde). Product: BrC=1C=C2C(=NC1)NN=C2C (5-bromo-3-methyl-1H-pyrazolo[3,4-b]pyridine). Yield: 10.0%. RXN SMILES: [CH3:1][C:2]1[CH:6]=[C:5]([NH2:7])[NH:4][N:3]=1.[Br:8][CH:9]([CH:12]=O)[CH:10]=O>>[Br:8][C:9]1[CH:10]=[C:6]2[C:2]([CH3:1])=[N:3][NH:4][C:5]2=[N:7][CH:12]=1. Procedure: 5-bromo-3-methyl-1H-pyrazolo[3,4-b]pyridine x153 is synthesized according to the method described in example 20.1 using 3-methyl-1H-pyrazol-5-amine b40 and bromomalonaldehyde a9. Starting materials: CC#N, O=C(Cl)Oc1ccc([N+](=O)[O-])cc1, NC(N)=O. Yields the product NC(=O)NC(=O)Oc1ccc([N+](=O)[O-])cc1. Reaction SMILES: [CH3:18][C:19]#[N:20].[Cl:5][C:6](=[O:7])[O:8][c:9]1[cH:10][cH:11][c:12]([N+:15](=[O:16])[O-:17])[cH:13][cH:14]1.[NH2:1][C:2]([NH2:3])=[O:4]>>[NH2:1][C:2]([NH:3][C:6](=[O:7])[O:8][c:9]1[cH:10][cH:11][c:12]([N+:15](=[O:16])[O-:17])[cH:13][cH:14]1)=[O:4]. Starting materials: CC(C)CC(NC(=O)OC(C)(C)C)C(=O)NC1CCCNCC1O, COc1ccc(S(=O)(=O)Cl)cc1, ClCCCl. Yields the product COc1ccc(S(=O)(=O)N2CCCC(NC(=O)C(CC(C)C)NC(=O)OC(C)(C)C)C(O)C2)cc1. Reaction SMILES: [C:1]([CH3:2])([CH3:3])([CH3:4])[O:5][C:6]([NH:7][CH:8]([CH2:9][CH:10]([CH3:11])[CH3:12])[C:13]([NH:14][CH:15]1[CH:16]([OH:22])[CH2:17][NH:18][CH2:19][CH2:20][CH2:21]1)=[O:23])=[O:24].[CH3:25][O:26][c:27]1[cH:28][cH:29][c:30]([S:33](=[O:34])(=[O:35])[Cl:36])[cH:31][cH:32]1.[Cl:37][CH2:38][CH2:39][Cl:40]>>[C:1]([CH3:2])([CH3:3])([CH3:4])[O:5][C:6]([NH:7][CH:8]([CH2:9][CH:10]([CH3:11])[CH3:12])[C:13]([NH:14][CH:15]1[CH:16]([OH:22])[CH2:17][N:18]([S:33]([c:30]2[cH:29][cH:28][c:27]([O:26][CH3:25])[cH:32][cH:31]2)(=[O:34])=[O:35])[CH2:19][CH2:20][CH2:21]1)=[O:23])=[O:24]. Reactants: C1[C@H]([C@@H]([C@H]([C@@H]([C@H]1N)O[C@H]2[C@H]([C@@H]([C@H]([C@@H](O2)CN)O)O)O)O)O[C@@H]3[C@@H]([C@H]([C@@H]([C@H](O3)CO)O)N)O)N (kanamycin A), C1[C@H]([C@@H]([C@H]([C@@H]([C@H]1N)O[C@@H]2[C@@H]([C@H]([C@@H]([C@H](O2)CN)O)O)O)O)O[C@@H]3[C@@H]([C@H]([C@@H]([C@H](O3)CO)O)N)O)N (kanamycin), hydrogens, N[C@@H](CCCNC(N)=N)C(=O)N (arginine amide), ( δ ). The product is N[C@@H](CCCNC(N)=N)C(=O)O (arginine). As a reaction SMILES: C1[C@H](N)[C@@H]([O:8][C@@H]2O[C@@H](CN)[C@H](O)[C@@H](O)[C@@H]2O)[C@H](O)[C@@H](O[C@H]2O[C@H](CO)[C@@H](O)[C@H](N)[C@H]2O)[C@@H]1N.[NH2:34][C@H:35]([C:43](N)=[O:44])[CH2:36][CH2:37][CH2:38][NH:39][C:40](=[NH:42])[NH2:41].C1[C@H](N)[C@@H](O[C@H]2O[C@H](CN)[C@@H](O)[C@H](O)[C@H]2O)[C@H](O)[C@@H](O[C@H]2O[C@H](CO)[C@@H](O)[C@H](N)[C@H]2O)[C@@H]1N>>[NH2:34][C@H:35]([C:43]([OH:44])=[O:8])[CH2:36][CH2:37][CH2:38][NH:39][C:40](=[NH:42])[NH2:41]. Procedure details: R4K was characterized as a free base and consisted, according to HPLC, of essentially one product, the kanamycin A derivative. The 1H NMR (400 MHz, D2O) spectrum revealed the presence of the characteristic groups of the protons of arginine amide moieties at chemical shifts of (δ) 3.38 (Hα), 3.21 (Hβ) and 1.64 ppm (Hγ,δ) All the characteristic kanamycin proton signals, in particular the anomeric hydrogens (as doublets at 4.99 and 5.15 ppm), were observed. Integration afforded 1:4 ratio of antibio...